This data is from the Open Reaction Database (ORD), a public repository of structured organic reaction records. The task is: describe an organic reaction: reactants, conditions, products, and yield The product is CC(C)(C)[Si](C)(C)OCCCCCCCCBr. As a reaction SMILES: [Br:9][CH2:10][CH2:11][CH2:12][CH2:13][CH2:14][CH2:15][CH2:16][CH2:17][OH:18].[CH3:1][Si:2]([C:3]([CH3:4])([CH3:5])[CH3:6])([CH3:7])[Cl:8].[CH3:29][CH2:30][O:31][CH2:32][CH3:33].[O:24]1[CH2:25][CH2:26][CH2:27][CH2:28]1.[nH:19]1[cH:20][cH:21][n:22][cH:23]1>>[CH3:1][Si:2]([C:3]([CH3:4])([CH3:5])[CH3:6])([CH3:7])[O:18][CH2:17][CH2:16][CH2:15][CH2:14][CH2:13][CH2:12][CH2:11][CH2:10][Br:9]. Starting materials: OCCCCCCCCBr, CC(C)(C)[Si](C)(C)Cl, CCOCC, C1CCOC1, c1c[nH]cn1. The reactants are OC=1C=C2C=C(C(OC2=C(C1)OC)C(F)(F)F)C(=O)OCC (ethyl 6-hydroxy-8-methoxy-2-(trifluoromethyl)-2H-chromene-3-carboxylate), C(=O)([O-])[O-].[K+].[K+] (K2CO3). The solvent is CC(=O)C (acetone). Conditions: temperature 55 celsius. The product is COC=1C=C2C=C(C(OC2=C(C1)OC)C(F)(F)F)C(=O)OCC (ethyl 6,8-dimethoxy-2-(trifluoromethyl)-2H-chromene-3-carboxylate). Yield: 48.5%. RXN SMILES: [OH:1][C:2]1[CH:3]=[C:4]2[C:9](=[C:10]([O:12][CH3:13])[CH:11]=1)[O:8][CH:7]([C:14]([F:17])([F:16])[F:15])[C:6]([C:18]([O:20][CH2:21][CH3:22])=[O:19])=[CH:5]2.[C:23]([O-])([O-])=O.[K+].[K+]>CC(C)=O>[CH3:23][O:1][C:2]1[CH:3]=[C:4]2[C:9](=[C:10]([O:12][CH3:13])[CH:11]=1)[O:8][CH:7]([C:14]([F:17])([F:15])[F:16])[C:6]([C:18]([O:20][CH2:21][CH3:22])=[O:19])=[CH:5]2 |f:1.2.3|. Reported procedure: The ethyl 6-hydroxy-8-methoxy-2-(trifluoromethyl)-2H-chromene-3-carboxylate (0.1 g, 0.31 mmole) and K2CO3 (0.23 g, 1.64 mmole) was suspended in acetone (5.0 mL). lodomethane (0.44 g, 3.1 mmole) was added and heated to 55 ° C. for 3 hrs. The contents were filtered through a plug of celite and washed with acetone. The solution was concentrated in vacuo to give a yellow solid (0.05 g, 50%). GCMS m/z 332.0 (M+). LCMS m/z 333.0 (M+H). 1H NMR (CDCl3/400 MHz) 7.64 (s, 1H), 6.54 (s, 1H), 6.32 (s, 1H), 5... The reactants are C1(=CC=C(C=C1)O)C1=CC=C(C=C1)O ([1,1′-biphenyl]-4,4′-diol), COC1CCCC1 (CPME), COCCOCCO (DEGME), C1=CC=CC2=CC3=CC=CC=C3C(=C12)CO (9-anthracene methanol), C(=C)C1=C(C=CC=C1)C=C (divinylbenzene). Yields the product C1(=CC=C(C=C1)O)C1=CC=C(C=C1)O.C(=C)C1=C(C=CC=C1)C=C.C1=CC=CC2=CC3=CC=CC=C3C(=C12)CO ([1,1′-biphenyl]-4,4′-diol divinylbenzene 9-anthracenemethanol). Reaction SMILES: [C:1]1([C:8]2[CH:13]=[CH:12][C:11]([OH:14])=[CH:10][CH:9]=2)[CH:6]=[CH:5][C:4]([OH:7])=[CH:3][CH:2]=1.[CH:15]1[C:28]2[C:19](=[CH:20][C:21]3[C:26]([C:27]=2[CH2:29][OH:30])=[CH:25][CH:24]=[CH:23][CH:22]=3)[CH:18]=[CH:17][CH:16]=1.C(C1C=CC=CC=1C=C)=C.COC1CCCC1.COCCOCCO>>[C:8]1([C:1]2[CH:6]=[CH:5][C:4]([OH:7])=[CH:3][CH:2]=2)[CH:9]=[CH:10][C:11]([OH:14])=[CH:12][CH:13]=1.[CH:18]([C:19]1[CH:20]=[CH:21][CH:26]=[CH:27][C:28]=1[CH:15]=[CH2:16])=[CH2:17].[CH:25]1[C:26]2[C:21](=[CH:20][C:19]3[C:28]([C:27]=2[CH2:29][OH:30])=[CH:15][CH:16]=[CH:17][CH:18]=3)[CH:22]=[CH:23][CH:24]=1 |f:5.6.7|. Procedure details: Using the same setup as described for Example 1, 8.50 g (0.05 mol) [1,1′-biphenyl]-4,4′-diol, 30.34 g (0.15 mol) 9-anthracene methanol, 13.0 g (0.10 mol) divinylbenzene, 45 g CPME and 160 g DEGME were mixed. The synthesis was repeated as in example 1. This process yielded 73% finished polymer from the starting materials. The weight average molecular weight of the polymer was 4,731 with a polydispersity of 2.44. Starting materials: ClC(Cl)(Cl)Cl, CCSC1C(C(C)O)C(=O)N1C(C(=S)OCc1ccc([N+](=O)[O-])cc1)=C(Oc1cc(C)cs1)C(=O)C(C)(C)C, Cl, ClCCl. Product: Cc1csc(OC(C(=O)C(C)(C)C)=C(C(=S)OCc2ccc([N+](=O)[O-])cc2)N2C(=O)C(C(C)O)C2Cl)c1. RXN SMILES: [C:44]([Cl:45])([Cl:46])([Cl:47])[Cl:48].[CH2:1]([S:2][CH:4]1[CH:5]([CH:37]([CH3:38])[OH:39])[C:6](=[O:36])[N:7]1[C:8]([C:9](=[S:10])[O:11][CH2:12][c:13]1[cH:14][cH:15][c:16]([N+:19](=[O:20])[O-:21])[cH:17][cH:18]1)=[C:22]([C:23]([C:24]([CH3:25])([CH3:26])[CH3:27])=[O:28])[O:29][c:30]1[s:31][cH:32][c:33]([CH3:35])[cH:34]1)[CH3:3].[Cl:40].[Cl:41][CH2:42][Cl:43]>>[CH:4]1([Cl:41])[CH:5]([CH:37]([CH3:38])[OH:39])[C:6](=[O:36])[N:7]1[C:8]([C:9](=[S:10])[O:11][CH2:12][c:13]1[cH:14][cH:15][c:16]([N+:19](=[O:20])[O-:21])[cH:17][cH:18]1)=[C:22]([C:23]([C:24]([CH3:25])([CH3:26])[CH3:27])=[O:28])[O:29][c:30]1[s:31][cH:32][c:33]([CH3:35])[cH:34]1. Starting materials: CN(C)C=O, ClCc1ccc(Oc2ccccc2)nc1, [H-], [Na+], Nc1ncccc1-c1cn[nH]c1. Yields the product Nc1ncccc1-c1cnn(Cc2ccc(Oc3ccccc3)nc2)c1. RXN SMILES: [CH3:30][N:31]([CH3:32])[CH:33]=[O:34].[Cl:15][CH2:16][c:17]1[cH:18][cH:19][c:20]([O:23][c:24]2[cH:25][cH:26][cH:27][cH:28][cH:29]2)[n:21][cH:22]1.[H-:13].[Na+:14].[nH:1]1[n:2][cH:3][c:4](-[c:6]2[c:7]([NH2:12])[n:8][cH:9][cH:10][cH:11]2)[cH:5]1>>[n:1]1([CH2:16][c:17]2[cH:18][cH:19][c:20]([O:23][c:24]3[cH:25][cH:26][cH:27][cH:28][cH:29]3)[n:21][cH:22]2)[n:2][cH:3][c:4](-[c:6]2[c:7]([NH2:12])[n:8][cH:9][cH:10][cH:11]2)[cH:5]1. Starting materials: NC1=CC=C(C=C1)N1N=NC(=C1CCC)C(=O)NC1CC1 (1-(4-aminophenyl)-N-cyclopropyl-5-propyl-1H-1,2,3-triazole-4-carboxamide), C(CC)(=O)Cl (propionyl chloride). Run in ClCCl (dichloromethane), ClCCl (dichloromethane). Conditions: time 1 hour. Yields the product C1(CC1)NC(=O)C=1N=NN(C1CCC)C1=CC=C(C=C1)NC(CC)=O (N-cyclopropyl-1-[4-(propionylamino)phenyl]-5-propyl-1H-1,2,3-triazole-4-carboxamide). Isolated yield 31.0%. Reaction SMILES: [NH2:1][C:2]1[CH:7]=[CH:6][C:5]([N:8]2[C:12]([CH2:13][CH2:14][CH3:15])=[C:11]([C:16]([NH:18][CH:19]3[CH2:21][CH2:20]3)=[O:17])[N:10]=[N:9]2)=[CH:4][CH:3]=1.[C:22](Cl)(=[O:25])[CH2:23][CH3:24]>ClCCl>[CH:19]1([NH:18][C:16]([C:11]2[N:10]=[N:9][N:8]([C:5]3[CH:6]=[CH:7][C:2]([NH:1][C:22](=[O:25])[CH2:23][CH3:24])=[CH:3][CH:4]=3)[C:12]=2[CH2:13][CH2:14][CH3:15])=[O:17])[CH2:20][CH2:21]1. Reported procedure: To a solution of 1-(4-aminophenyl)-N-cyclopropyl-5-propyl-1H-1,2,3-triazole-4-carboxamide (0.29 g) obtained in Example 1d) in dichloromethane (10 ml) was added propionyl chloride (0.09 ml) under ice-cooling, and the mixture was stirred for 1 hr. The reaction mixture was diluted with dichloromethane, and washed with saturated aqueous sodium hydrogen carbonate solution. The organic layer was dried over anhydrous magnesium sulfate, and the solvent was evaporated under reduced pressure. The residue ... Reactants: CNC1CCN(C(=O)C2CCN(C(C)=O)CC2)CC1c1ccc(Cl)c(Cl)c1, Cc1cc(C(=O)O)cc(C(F)(F)F)c1. Yields the product CC(=O)N1CCC(C(=O)N2CCC(N(C)C(=O)c3cc(C)cc(C(F)(F)F)c3)C(c3ccc(Cl)c(Cl)c3)C2)CC1. RXN SMILES: [C:1]([CH3:2])(=[O:3])[N:4]1[CH2:5][CH2:6][CH:7]([C:10](=[O:11])[N:12]2[CH2:13][CH:14]([c:20]3[cH:21][c:22]([Cl:27])[c:23]([Cl:26])[cH:24][cH:25]3)[CH:15]([NH:18][CH3:19])[CH2:16][CH2:17]2)[CH2:8][CH2:9]1.[CH3:28][c:29]1[cH:30][c:31]([C:32](=[O:33])[OH:34])[cH:35][c:36]([C:38]([F:39])([F:40])[F:41])[cH:37]1>>[C:1]([CH3:2])(=[O:3])[N:4]1[CH2:5][CH2:6][CH:7]([C:10](=[O:11])[N:12]2[CH2:13][CH:14]([c:20]3[cH:21][c:22]([Cl:27])[c:23]([Cl:26])[cH:24][cH:25]3)[CH:15]([N:18]([CH3:19])[C:32]([c:31]3[cH:30][c:29]([CH3:28])[cH:37][c:36]([C:38]([F:39])([F:40])[F:41])[cH:35]3)=[O:34])[CH2:16][CH2:17]2)[CH2:8][CH2:9]1.